This data is from the Open Reaction Database (ORD), a public repository of structured organic reaction records. The task is: describe an organic reaction: reactants, conditions, products, and yield The reactants are ClC1=CC=C(C=C1)C1C(N=C(N1)C1=C(C=C(C=C1)OC)OCC)CC(C)C (5-(4-Chloro-phenyl)-2-(2-ethoxy-4-methoxy-phenyl)-4-isobutyl-4,5-dihydro-1H-imidazole), ClC1=CC=C(C=C1)C1C(N=C(N1C(=O)N1CCN(CC1)C)C1=C(C=C(C=C1)OC)OCC)CC1CCCC1 ([5-(4-chloro-phenyl)-4-cyclopentylmethyl-2-(2-ethoxy-4-methoxy-phenyl)-4,5-dihydro-imidazol-1-yl]-(4-methyl-piperazin-1-yl)-methanone). The product is ClC1=CC=C(C=C1)C1C(N=C(N1C(=O)N1CCN(CC1)C)C1=C(C=C(C=C1)OC)OCC)CC(C)C ([5-(4-Chloro-phenyl)-2-(2-ethoxy-4-methoxy-phenyl)-4-isobutyl-4,5-dihydro-imidazol-1-yl]-(4-methyl-piperazin-1-yl)-methanone). RXN SMILES: ClC1C=CC(C2NC(C3C=CC(OC)=CC=3OCC)=NC2CC(C)C)=CC=1.[Cl:28][C:29]1[CH:34]=[CH:33][C:32]([CH:35]2[N:39]([C:40]([N:42]3[CH2:47][CH2:46][N:45]([CH3:48])[CH2:44][CH2:43]3)=[O:41])[C:38]([C:49]3[CH:54]=[CH:53][C:52]([O:55][CH3:56])=[CH:51][C:50]=3[O:57][CH2:58][CH3:59])=[N:37][CH:36]2[CH2:60][CH:61]2[CH2:65]CC[CH2:62]2)=[CH:31][CH:30]=1>>[Cl:28][C:29]1[CH:34]=[CH:33][C:32]([CH:35]2[N:39]([C:40]([N:42]3[CH2:47][CH2:46][N:45]([CH3:48])[CH2:44][CH2:43]3)=[O:41])[C:38]([C:49]3[CH:54]=[CH:53][C:52]([O:55][CH3:56])=[CH:51][C:50]=3[O:57][CH2:58][CH3:59])=[N:37][CH:36]2[CH2:60][CH:61]([CH3:62])[CH3:65])=[CH:31][CH:30]=1. Procedure details: [5-(4-Chloro-phenyl)-2-(2-ethoxy-4-methoxy-phenyl)-4-isobutyl-4,5-dihydro-imidazol-1-yl]-(4-methyl-piperazin-1-yl)-methanone was prepared from 5-(4-chloro-phenyl)-2-(2-ethoxy-4-methoxy-phenyl)-4-isobutyl-4,5-dihydro-1H-imidazole (Example 10) in an analogous manner as described for the preparation of [5-(4-chloro-phenyl)-4-cyclopentylmethyl-2-(2-ethoxy-4-methoxy-phenyl)-4,5-dihydro-imidazol-1-yl]-(4-methyl-piperazin-1-yl)-methanone (Example 24). HR-MS (ES, m/z) observed 513.2632, calculated for C...